From a dataset of the Open Reaction Database (ORD), a public repository of structured organic reaction records. describe an organic reaction: reactants, conditions, products, and yield Reactants: CC(=O)O, CCOC(=O)C(=NOC1CCCCC1)C(C)=O, O=S(=O)(Cl)Cl. The product is CCOC(=O)C(=NOC1CCCCC1)C(=O)CCl. As a reaction SMILES: [CH3:23][C:24](=[O:25])[OH:26].[CH:1]1([O:7][N:8]=[C:9]([C:10](=[O:11])[O:12][CH2:13][CH3:14])[C:15]([CH3:16])=[O:17])[CH2:2][CH2:3][CH2:4][CH2:5][CH2:6]1.[S:18]([Cl:19])(=[O:20])([Cl:21])=[O:22]>>[CH:1]1([O:7][N:8]=[C:9]([C:10](=[O:11])[O:12][CH2:13][CH3:14])[C:15]([CH2:16][Cl:21])=[O:17])[CH2:2][CH2:3][CH2:4][CH2:5][CH2:6]1. The yield is 98.4%. The product is CN1CCN(CCC1)C1CCSC2=C1C=CC=C2 (1 -Methyl-4-(3,4-dihydro-2H-benzothiopyran-4-yl)homopiperazine). Run at temperature 60 celsius. As a reaction SMILES: [CH3:1][N:2]1[CH2:8][CH2:7][CH2:6][NH:5][CH2:4][CH2:3]1.[I-].[K+].Cl[CH:12]1[C:17]2[CH:18]=[CH:19][CH:20]=[CH:21][C:16]=2[S:15][CH2:14][CH2:13]1>CC(N(C)C)=O>[CH3:1][N:2]1[CH2:8][CH2:7][CH2:6][N:5]([CH:12]2[C:17]3[CH:18]=[CH:19][CH:20]=[CH:21][C:16]=3[S:15][CH2:14][CH2:13]2)[CH2:4][CH2:3]1 |f:1.2|. The reactants are [I-].[K+] (Potassium iodide), CN1CCNCCC1 (N-methylhomopiperazine), ClC1CCSC2=C1C=CC=C2 (4-chloro-3,4-dihydro-2H-benzothiopyran). The solvent is CC(=O)N(C)C (DMAC). Procedure: A 25 ml 3-necked flask equipped with a condenser and magnetic stirring bar and under a nitrogen atmosphere was charged with a solution of N-methylhomopiperazine (0.35 ml; 2.81 mmol) in DMAC (10 ml). Potassium iodide (0.1 g) was added followed by the addition of 4-chloro-3,4-dihydro-2H-benzothiopyran (0.20 g; 1.2 mmol). This solution was then heated at 60° C. overnight, cooled, and partitioned between water and ethyl acetate which was washed with brine and dried with magnesium sulphate. Filtratio... Starting materials: NC1=C(C=C(C=C1)OC)C=1NC2=CC=CC=C2C1 (2-(2-amino-5-methoxyphenyl)-1H-indole), [BH3-]C#N.[Na+] (NaCNBH3), [OH-].[Na+] (NaOH). Solvent: C(C)(=O)O (acetic acid). Reaction conditions: time 8 hour. Yields the product NC1=C(C=C(C=C1)OC)C1NC2=CC=CC=C2C1 (2-(2-Amino-5-methoxyphenyl)-2,3-dihydro-1H-indole). Yield: 12.7%. Reaction SMILES: [NH2:1][C:2]1[CH:7]=[CH:6][C:5]([O:8][CH3:9])=[CH:4][C:3]=1[C:10]1[NH:11][C:12]2[C:17]([CH:18]=1)=[CH:16][CH:15]=[CH:14][CH:13]=2.[BH3-]C#N.[Na+].[OH-].[Na+]>C(O)(=O)C>[NH2:1][C:2]1[CH:7]=[CH:6][C:5]([O:8][CH3:9])=[CH:4][C:3]=1[CH:10]1[CH2:18][C:17]2[C:12](=[CH:13][CH:14]=[CH:15][CH:16]=2)[NH:11]1 |f:1.2,3.4|. Procedure details: To a solution of 1.8 g 2-(2-amino-5-methoxyphenyl)-1H-indole in 60 ml acetic acid at 15° was added 1.8 g NaCNBH3 and this mixture was stirred at room temperature overnight and thereafter poured into excess 50% NaOH in ice. Extraction with CH2Cl2, drying (MgSO4), concentration and flash chromatography using 1% EtOAc/CH2Cl2 as an eluent gave 0.23 g solid, m.p. 120°-123° C. Starting materials: ClC=1C=CC2=C(NC(C=3C(N2)=CSC3)=O)C1 (7-chloro-4,9-dihydro-10H-thieno[3,4-b][1,5]benzodiazepin-10-one), P12(=S)SP3(=S)SP(=S)(S1)SP(=S)(S2)S3 (phosphorus pentasulfide). The solvent is N1=CC=CC=C1 (pyridine). Conditions: time 18 hour. Yields the product ClC=1C=CC2=C(NC(C=3C(N2)=CSC3)=S)C1 (7-Chloro-4,9-dihydro-10H-thieno[3,4-b][1,5]benzodiazepin-10-thione). RXN SMILES: [Cl:1][C:2]1[CH:3]=[CH:4][C:5]2[NH:11][C:10]3=[CH:12][S:13][CH:14]=[C:9]3[C:8](=O)[NH:7][C:6]=2[CH:16]=1.P12(SP3(SP(SP(S3)(S1)=S)(=S)S2)=S)=[S:18]>N1C=CC=CC=1>[Cl:1][C:2]1[CH:3]=[CH:4][C:5]2[NH:11][C:10]3=[CH:12][S:13][CH:14]=[C:9]3[C:8](=[S:18])[NH:7][C:6]=2[CH:16]=1. Reported procedure: A mixture of 0.88 g. of 7-chloro-4,9-dihydro-10H-thieno[3,4-b][1,5]benzodiazepin-10-one and 1.0 g. of phosphorus pentasulfide in 10 ml. of dry pyridine is stirred and heated under reflux for 4 hours. The mixture is concentrated to dryness and the residue is stirred in 20 ml. of 1 N sodium carbonate solution (pH 7-7.2) for 18 hours. The precipitate is collected, washed with water and recrystallized from methanol-water to give a deep yellow solid, m.p. 197°-198.5° C. (dec.). Starting materials: OCCCCCCCCCCCCNC(=O)C=1C=NC(=CC1)Cl (N-(12-hydroxydodecyl)-6-chloropyridine-3-carboxamide), C(C)N1CCNCC1 (1-ethylpiperazine). The solvent is C(Cl)(Cl)Cl (chloroform). Conditions: temperature 160 celsius, time 30 minute. Product: OCCCCCCCCCCCCNC(=O)C=1C=NC(=CC1)N1CCN(CC1)CC (N-(12-Hydroxydodecyl)-6-(4-ethyl-1-piperazinyl)pyridine-3-carboxamide). Reaction SMILES: [OH:1][CH2:2][CH2:3][CH2:4][CH2:5][CH2:6][CH2:7][CH2:8][CH2:9][CH2:10][CH2:11][CH2:12][CH2:13][NH:14][C:15]([C:17]1[CH:18]=[N:19][C:20](Cl)=[CH:21][CH:22]=1)=[O:16].[CH2:24]([N:26]1[CH2:31][CH2:30][NH:29][CH2:28][CH2:27]1)[CH3:25]>C(Cl)(Cl)Cl>[OH:1][CH2:2][CH2:3][CH2:4][CH2:5][CH2:6][CH2:7][CH2:8][CH2:9][CH2:10][CH2:11][CH2:12][CH2:13][NH:14][C:15]([C:17]1[CH:18]=[N:19][C:20]([N:29]2[CH2:30][CH2:31][N:26]([CH2:24][CH3:25])[CH2:27][CH2:28]2)=[CH:21][CH:22]=1)=[O:16]. Reported procedure: To 0.6 g of N-(12-hydroxydodecyl)-6-chloropyridine-3-carboxamide was added 5 ml of 1-ethylpiperazine and the mixture was stirred at 160° C. for 30 minutes. The reaction solution was diluted with chloroform, washed with water, dried over anhydrous sodium sulfate and distilled off under reduced pressure. The residue was chromatographed over a silica gel column to afford the title compound. Reactants: COC=1C=CC2=C(SC(=C2C(C2=CC=C(C=C2)O)=O)C2=CC=C(C=C2)OC)C1 (6-Methoxy-2-(4-methoxyphenyl)-3-(4-hydroxybenzoyl)benzo[b]thiophene), CCOC(=O)/N=N/C(=O)OCC (DEAD), OC1CCN(CC1)CC1=CC=CC=C1 (4-hydroxy-1-benzylpiperidine), C1(=CC=CC=C1)P(C1=CC=CC=C1)C1=CC=CC=C1 (triphenylphosphine). Yields the product COC=1C=CC2=C(SC(=C2C(C2=CC=C(C=C2)OC2CCN(CC2)CC2=CC=CC=C2)=O)C2=CC=C(C=C2)OC)C1 (6-Methoxy-2-(4-Methoxyphenyl)-3-(4-[1-Benzylpiperidin-4-oxy]benzoyl)benzo[b]thiophene). Isolated yield 78.6%. As a reaction SMILES: [CH3:1][O:2][C:3]1[CH:4]=[CH:5][C:6]2[C:10]([C:11](=[O:19])[C:12]3[CH:17]=[CH:16][C:15]([OH:18])=[CH:14][CH:13]=3)=[C:9]([C:20]3[CH:25]=[CH:24][C:23]([O:26][CH3:27])=[CH:22][CH:21]=3)[S:8][C:7]=2[CH:28]=1.O[CH:30]1[CH2:35][CH2:34][N:33]([CH2:36][C:37]2[CH:42]=[CH:41][CH:40]=[CH:39][CH:38]=2)[CH2:32][CH2:31]1.C1(P(C2C=CC=CC=2)C2C=CC=CC=2)C=CC=CC=1.CCOC(/N=N/C(OCC)=O)=O>>[CH3:1][O:2][C:3]1[CH:4]=[CH:5][C:6]2[C:10]([C:11](=[O:19])[C:12]3[CH:13]=[CH:14][C:15]([O:18][CH:30]4[CH2:31][CH2:32][N:33]([CH2:36][C:37]5[CH:42]=[CH:41][CH:40]=[CH:39][CH:38]=5)[CH2:34][CH2:35]4)=[CH:16][CH:17]=3)=[C:9]([C:20]3[CH:25]=[CH:24][C:23]([O:26][CH3:27])=[CH:22][CH:21]=3)[S:8][C:7]=2[CH:28]=1. Procedure details: 6-Methoxy-2-(4-methoxyphenyl)-3-(4-hydroxybenzoyl)benzo[b]thiophene (1.17 g, 3.00 mmol), 4-hydroxy-1-benzylpiperidine (1.15 g, 6.00 mmol), triphenylphosphine (1.57 g, 6.00 mmol), and DEAD (6.00 mmol) were converted to product by the procedure of Example 1 to give 1.33 g of the title compound. Yield: 79%. MS(FD) 563(M+). IR (CHCl3) ν max 3030, 3011, 2955, 2846, 1645, 1597, 1476, 1254, 1166. Reactants: C1CCOC1, COc1cc(N2CCN(C(=O)Cn3nc(-c4ncc[nH]4)c4cccnc43)CC2)ccc1Cl, [H-], CI, [Na+]. The product is COc1cc(N2CCN(C(=O)Cn3nc(-c4nccn4C)c4cccnc43)CC2)ccc1Cl. As a reaction SMILES: [CH2:37]1[O:38][CH2:39][CH2:40][CH2:41]1.[Cl:1][c:2]1[c:3]([O:31][CH3:32])[cH:4][c:5]([N:8]2[CH2:9][CH2:10][N:11]([C:14]([CH2:15][n:16]3[n:17][c:18](-[c:25]4[nH:26][cH:27][cH:28][n:29]4)[c:19]4[c:20]3[n:21][cH:22][cH:23][cH:24]4)=[O:30])[CH2:12][CH2:13]2)[cH:6][cH:7]1.[H-:33].[I:35][CH3:36].[Na+:34]>>[Cl:1][c:2]1[c:3]([O:31][CH3:32])[cH:4][c:5]([N:8]2[CH2:9][CH2:10][N:11]([C:14]([CH2:15][n:16]3[n:17][c:18](-[c:25]4[n:26][cH:27][cH:28][n:29]4[CH3:36])[c:19]4[c:20]3[n:21][cH:22][cH:23][cH:24]4)=[O:30])[CH2:12][CH2:13]2)[cH:6][cH:7]1. Yields the product COC(=O)c1csc(NC(=O)C(Cc2ccccc2)NC(=O)OC(C)(C)C)n1. Reactants: CC(C)(C)OC(=O)NC(Cc1ccccc1)C(=O)O, COC(=O)c1csc(N)n1, CC(C)N=C=NC(C)C, CN(C)C=O, ClCCl, On1nnc2ccccc21. Reaction SMILES: [C:11](=[O:12])([O:13][C:14]([CH3:15])([CH3:16])[CH3:17])[NH:18][CH:19]([CH2:20][c:21]1[cH:22][cH:23][cH:24][cH:25][cH:26]1)[C:27](=[O:28])[OH:29].[CH3:1][O:2][C:3](=[O:4])[c:5]1[n:6][c:7]([NH2:10])[s:8][cH:9]1.[CH3:40][CH:41]([N:42]=[C:43]=[N:44][CH:45]([CH3:46])[CH3:47])[CH3:48].[CH3:52][N:53]([CH3:54])[CH:55]=[O:56].[Cl:49][CH2:50][Cl:51].[OH:30][n:31]1[c:32]2[cH:33][cH:34][cH:35][cH:36][c:37]2[n:38][n:39]1>>[CH3:1][O:2][C:3](=[O:4])[c:5]1[n:6][c:7]([NH:10][C:27]([CH:19]([NH:18][C:11](=[O:12])[O:13][C:14]([CH3:15])([CH3:16])[CH3:17])[CH2:20][c:21]2[cH:22][cH:23][cH:24][cH:25][cH:26]2)=[O:28])[s:8][cH:9]1. Reactants: CC(C)O, c1ccc2c(c1)SC1=NCCN12, O=[N+]([O-])O. Product: c1ccc2c(c1)SC1=NCCN12, O=[N+]([O-])O. RXN SMILES: [CH3:17][CH:18]([OH:19])[CH3:20].[N:1]1=[C:5]2[N:4]([CH2:3][CH2:2]1)[c:8]1[c:7]([cH:12][cH:11][cH:10][cH:9]1)[S:6]2.[OH:13][N+:14]([O-:15])=[O:16]>>[N:1]1=[C:5]2[N:4]([CH2:3][CH2:2]1)[c:8]1[c:7]([cH:12][cH:11][cH:10][cH:9]1)[S:6]2.[O:13]=[N+:14]([OH:15])[O-:16].